From a dataset of the Open Reaction Database (ORD), a public repository of structured organic reaction records. describe an organic reaction: reactants, conditions, products, and yield Starting materials: CCO, CC(C)O, C=C(C)n1c(=O)n(CC(C)CN2CCC(n3c(=O)[nH]c4cc(Cl)ccc43)CC2)c2ccccc21, Cl. Product: CC(CN1CCC(n2c(=O)[nH]c3cc(Cl)ccc32)CC1)Cn1c(=O)[nH]c2ccccc21. As a reaction SMILES: [CH3:35][CH2:36][OH:37].[CH3:39][CH:40]([OH:41])[CH3:42].[Cl:1][c:2]1[cH:3][c:4]2[c:5]([n:6]([CH:10]3[CH2:11][CH2:12][N:13]([CH2:16][CH:17]([CH2:18][n:19]4[c:20](=[O:31])[n:21]([C:28]([CH3:29])=[CH2:30])[c:22]5[c:23]4[cH:24][cH:25][cH:26][cH:27]5)[CH3:32])[CH2:14][CH2:15]3)[c:7](=[O:9])[nH:8]2)[cH:33][cH:34]1.[ClH:38]>>[Cl:1][c:2]1[cH:3][c:4]2[c:5]([n:6]([CH:10]3[CH2:11][CH2:12][N:13]([CH2:16][CH:17]([CH2:18][n:19]4[c:20](=[O:31])[nH:21][c:22]5[c:23]4[cH:24][cH:25][cH:26][cH:27]5)[CH3:32])[CH2:14][CH2:15]3)[c:7](=[O:9])[nH:8]2)[cH:33][cH:34]1. The solvent is C(C)O (ethanol). Procedure: Salicylamide (15.22 g), potassium hydroxide (85%, 7.73 g) and cyclopropylmethyl bromide (16.024 g) were heated together under reflux in absolute ethanol (100 ml) for 91/2 hours. The cooled mixture was filtered to remove inorganic products and the filtrate was evaporated to an oil. The oil was dissolved in 1:1 toluene:ethyl acetate (200 ml) and the solution was washed with 10% potassium hydroxide solution (2×30 ml), water (50 ml) and saturated brine (50 ml), dried (Na2SO4), and concentratred unde... The product is C1(CC1)COC1=C(C(=O)N)C=CC=C1 (2-(cyclopropylmethoxy)benzamide). Starting materials: C(C=1C(O)=CC=CC1)(=O)N (Salicylamide), [OH-].[K+] (potassium hydroxide), C1(CC1)CBr (cyclopropylmethyl bromide). RXN SMILES: [C:1]([NH2:10])(=[O:9])[C:2]1[C:3](=[CH:5][CH:6]=[CH:7][CH:8]=1)[OH:4].[OH-].[K+].[CH:13]1([CH2:16]Br)[CH2:15][CH2:14]1>C(O)C>[CH:13]1([CH2:16][O:4][C:3]2[CH:5]=[CH:6][CH:7]=[CH:8][C:2]=2[C:1]([NH2:10])=[O:9])[CH2:15][CH2:14]1 |f:1.2|. The reactants are COC(=O)C1(c2ccc3onc(C)c3c2)CC1, CO, [Li+], [OH-], O, O. Yields the product Cc1noc2ccc(C3(C(=O)O)CC3)cc12. As a reaction SMILES: [CH3:1][c:2]1[n:3][o:4][c:5]2[c:6]1[cH:7][c:8]([C:11]1([C:14](=[O:15])[O:16][CH3:17])[CH2:12][CH2:13]1)[cH:9][cH:10]2.[CH3:21][OH:22].[Li+:19].[OH-:18].[OH2:20].[OH2:23]>>[CH3:1][c:2]1[n:3][o:4][c:5]2[c:6]1[cH:7][c:8]([C:11]1([C:14](=[O:15])[OH:16])[CH2:12][CH2:13]1)[cH:9][cH:10]2. Reactants: CC(C)(C)OC(=O)N1CCOC2Cc3c(ccc(O)c3O)CC21, O=C([O-])[O-], [Cs+], [Cs+], CN(C)C=O. Product: CC(C)(C)OC(=O)N1CCOC2Cc3c(ccc4c3OCO4)CC21. RXN SMILES: [C:1]([CH3:2])([CH3:3])([CH3:4])[O:5][C:6](=[O:7])[N:8]1[CH:9]2[CH:10]([O:11][CH2:12][CH2:13]1)[CH2:14][c:15]1[c:16]([OH:23])[c:17]([OH:22])[cH:18][cH:19][c:20]1[CH2:21]2.[C:24](=[O:25])([O-:26])[O-:27].[Cs+:28].[Cs+:29].[O:30]=[CH:31][N:32]([CH3:33])[CH3:34]>>[C:1]([CH3:2])([CH3:3])([CH3:4])[O:5][C:6](=[O:7])[N:8]1[CH:9]2[CH:10]([O:11][CH2:12][CH2:13]1)[CH2:14][c:15]1[c:16]3[c:17]([cH:18][cH:19][c:20]1[CH2:21]2)[O:22][CH2:24][O:23]3. The reactants are C1(CC1)N1CC2=C(N(CCC1=O)CC(=O)C1=CC=C(C=C1)F)C=CC(=C2)OC (5-cyclopropyl-1-(2-(4-fluorophenyl)-2-oxoethyl)-8-methoxy-2,3,5,6-tetrahydrobenzo[b][1,5]diazocin-4(1H)-one), [BH4-].[Na+] (sodium borohydride), ClCCl (dichloromethane), CC(=O)C (acetone). Run in C(C)O (ethanol). Product: C1(CC1)N1CC2=C(N(CCC1=O)CC(O)C1=CC=C(C=C1)F)C=CC(=C2)OC (5-cyclopropyl-1-(2-(4-fluorophenyl)-2-hydroxyethyl)-8-methoxy-2,3,5,6-tetrahydrobenzo[b][1,5]diazocin-4(1H)-one). Isolated yield 45.9%. Reaction SMILES: [CH:1]1([N:4]2[C:11](=[O:12])[CH2:10][CH2:9][N:8]([CH2:13][C:14]([C:16]3[CH:21]=[CH:20][C:19]([F:22])=[CH:18][CH:17]=3)=[O:15])[C:7]3[CH:23]=[CH:24][C:25]([O:27][CH3:28])=[CH:26][C:6]=3[CH2:5]2)[CH2:3][CH2:2]1.[BH4-].[Na+].CC(C)=O.ClCCl>C(O)C>[CH:1]1([N:4]2[C:11](=[O:12])[CH2:10][CH2:9][N:8]([CH2:13][CH:14]([C:16]3[CH:21]=[CH:20][C:19]([F:22])=[CH:18][CH:17]=3)[OH:15])[C:7]3[CH:23]=[CH:24][C:25]([O:27][CH3:28])=[CH:26][C:6]=3[CH2:5]2)[CH2:2][CH2:3]1 |f:1.2|. Reported procedure: To a solution of 5-cyclopropyl-1-(2-(4-fluorophenyl)-2-oxoethyl)-8-methoxy-2,3,5,6-tetrahydrobenzo[b][1,5]diazocin-4(1H)-one (65.0 mg, 0.170 mmol) from Example 5 in ethanol (1 ml) was added sodium borohydride (6.4 mg, 0.170 mmol) and the reaction mixture was stirred at room temperature over weekend. Then was added acetone (0.062 ml) followed by dilution with dichloromethane. The resulting solution was washed with water and the organic phase was dried over sodium sulfate and filtered. Evaporation... Starting materials: BrCC(=O)OCC (ethyl bromoacetate), C([O-])([O-])=O.[Cs+].[Cs+] (cesium carbonate), C(C1=CC=CC=C1)OC1=CC(=C(C=C1)O)C=C (4-Benzyloxy-2-vinylphenol). The solvent is CN(C)C=O (DMF). Run at temperature 55 celsius. Product: C(C)OC(COC1=C(C=C(C=C1)OCC1=CC=CC=C1)C=C)=O ((4-Benzyloxy-2-vinylphenoxy)acetic acid ethyl ester). Yield: 101.3%. RXN SMILES: [CH2:1]([O:8][C:9]1[CH:14]=[CH:13][C:12]([OH:15])=[C:11]([CH:16]=[CH2:17])[CH:10]=1)[C:2]1[CH:7]=[CH:6][CH:5]=[CH:4][CH:3]=1.Br[CH2:19][C:20]([O:22][CH2:23][CH3:24])=[O:21].C(=O)([O-])[O-].[Cs+].[Cs+]>CN(C=O)C>[CH2:23]([O:22][C:20](=[O:21])[CH2:19][O:15][C:12]1[CH:13]=[CH:14][C:9]([O:8][CH2:1][C:2]2[CH:3]=[CH:4][CH:5]=[CH:6][CH:7]=2)=[CH:10][C:11]=1[CH:16]=[CH2:17])[CH3:24] |f:2.3.4|. Procedure: 4-Benzyloxy-2-vinylphenol (0.40 g, 1.77 mmol) was dissolved in anhydrous DMF (4 mL), followed by the addition of ethyl bromoacetate (0.29 mL, 2.65 mmol), and cesium carbonate (0.75 g, 2.30 mmol). The mixture was then heated for 18 h (55° C.). The reaction mixture was then cooled and concentrated in vacuo. The crude residue was partitioned between EtOAc (70 mL) and water (40 mL). The organic layer was washed with brine, dried (Na2SO4), and removed in vacuo to give 0.56 g (100%) of a yellow solid:... Reactants: [OH-].[Na+] (NaOH), OC1=CC2=C(N=C(S2)S(=O)(=O)N)C=C1 (6-Hydroxybenzo[d]thiazole-2-sulfonamide), Cl (HCl), C(C#C)Br (propargyl bromide). The solvent is CO (MeOH), CN(C)C=O (DMF), O (Water). Conditions: time 2.5 hour. Yields the product C(C#C)OC1=CC2=C(N=C(S2)S(=O)(=O)N)C=C1 (6-(Prop-2-ynyloxy)benzo[d]thiazole-2-sulfonamide). Yield: 28.3%. As a reaction SMILES: [OH-].[Na+].[OH:3][C:4]1[CH:16]=[CH:15][C:7]2[N:8]=[C:9]([S:11]([NH2:14])(=[O:13])=[O:12])[S:10][C:6]=2[CH:5]=1.[CH2:17](Br)[C:18]#[CH:19].Cl>CO.CN(C=O)C.O>[CH2:19]([O:3][C:4]1[CH:16]=[CH:15][C:7]2[N:8]=[C:9]([S:11]([NH2:14])(=[O:13])=[O:12])[S:10][C:6]=2[CH:5]=1)[C:18]#[CH:17] |f:0.1|. Procedure: To a stirring solution of NaOH in MeOH (2.5 M, 18.8 mL) and DMF (60 mL) was added 1 (4.33 g, 18.8 mmol). The mixture was allowed to stir for 45 min at 23° C. before propargyl bromide (80% in PhMe, 3.36 mL, 22.56 mmol) was added slowly over 10 min. After 2.5 h, an aqueous solution of 1 M HCl was added to achieve pH=6, where upon a white precipitate forms. Water was then added and the organic layer was extracted 3×EtOAc and the combined organic extracts washed 1×H2O, 1× brine, and then dried over ...